From a dataset of the Open Reaction Database (ORD), a public repository of structured organic reaction records. describe an organic reaction: reactants, conditions, products, and yield Reactants: C(C)(=O)C1=C(N=C(S1)NC1CN(CCC1)C(=O)OC(C)(C)C)N (tert-Butyl 3-[(5-acetyl-4-amino-1,3-thiazol-2-yl)amino]piperidine-1-carboxylate), Cl (hydrochloric acid). The solvent is O1CCOCC1 (dioxane). The product is Cl.Cl.NC=1N=C(SC1C(C)=O)NC1CNCCC1 (1-[4-Amino-2-(piperidin-3-ylamino)-1,3-thiazol-5-yl]ethanone dihydrochloride). RXN SMILES: [C:1]([C:4]1[S:8][C:7]([NH:9][CH:10]2[CH2:15][CH2:14][CH2:13][N:12](C(OC(C)(C)C)=O)[CH2:11]2)=[N:6][C:5]=1[NH2:23])(=[O:3])[CH3:2].[ClH:24]>O1CCOCC1>[ClH:24].[ClH:24].[NH2:23][C:5]1[N:6]=[C:7]([NH:9][CH:10]2[CH2:15][CH2:14][CH2:13][NH:12][CH2:11]2)[S:8][C:4]=1[C:1](=[O:3])[CH3:2] |f:3.4.5|. Reported procedure: Analogously to the preparation of Example 38A, 160 mg (0.15 mmol) of tert-butyl 3-[(5-acetyl-4-amino-1,3-thiazol-2-yl)amino]piperidine-1-carboxylate (Example 49A) and 20 ml of hydrochloric acid in dioxane (4M) gave 40 mg (87% of theory) of the product as a solid.